From a dataset of the Open Reaction Database (ORD), a public repository of structured organic reaction records. describe an organic reaction: reactants, conditions, products, and yield Starting materials: O=c1cc(C(F)(F)F)cc(-c2ccc(C(F)(F)F)cc2)[nH]1, O=P(Br)(Br)Br. RXN SMILES: [F:1][C:2]([c:3]1[cH:4][c:5](=[O:19])[nH:6][c:7](-[c:9]2[cH:10][cH:11][c:12]([C:15]([F:16])([F:17])[F:18])[cH:13][cH:14]2)[cH:8]1)([F:20])[F:21].[P:22]([Br:23])([Br:24])([Br:25])=[O:26]>>[F:1][C:2]([c:3]1[cH:4][c:5]([Br:24])[n:6][c:7](-[c:9]2[cH:10][cH:11][c:12]([C:15]([F:16])([F:17])[F:18])[cH:13][cH:14]2)[cH:8]1)([F:20])[F:21]. The product is FC(F)(F)c1ccc(-c2cc(C(F)(F)F)cc(Br)n2)cc1. RXN SMILES: [O:1]=[C:2]1[C:15]2[CH:14]=[CH:13][C:12]([C:16]([OH:18])=O)=[CH:11][C:10]=2[O:9][C:8]2[C:3]1=[CH:4][CH:5]=[CH:6][CH:7]=2.S(Cl)(Cl)=O.[CH2:23]([NH:25][CH2:26][CH3:27])[CH3:24]>C(Cl)Cl>[CH2:23]([N:25]([CH2:26][CH3:27])[C:16]([C:12]1[CH:13]=[CH:14][C:15]2[C:2](=[O:1])[C:3]3[C:8]([O:9][C:10]=2[CH:11]=1)=[CH:7][CH:6]=[CH:5][CH:4]=3)=[O:18])[CH3:24]. Run in C(Cl)Cl (CH2Cl2), C(Cl)Cl (CH2Cl2). Starting materials: O=C1C2=CC=CC=C2OC=2C=C(C=CC12)C(=O)O (9-Oxo-9H-xanthene-3-carboxylic acid), ice, C(C)NCC (diethyl amine), S(=O)(Cl)Cl (thionyl chloride), S(=O)(Cl)Cl (thionyl chloride). Run at time 15 minute. Procedure: A sample of compound 5a, (13.4 g, 55.6 mmol) was suspended in 220 mL CH2Cl2 and 24.4 mL (330 mmol) of thionyl chloride was added. The mixture was refluxed over 6 h, adding approximately 10 mL of additional thionyl chloride per hour until the reaction became homogeneous. At that time, the thionyl chloride and solvent were removed under vacuum and the remaining residue was diluted with an additional 220 mL CH2Cl2. To the suspension was added 100 mL ice cold 1.5 N NaOH, 100 mL CH2Cl2, and 17 mL (16... The product is C(C)N(C(=O)C=1C=CC=2C(C3=CC=CC=C3OC2C1)=O)CC (9-Oxo-9H-xanthene-3-carboxylic acid diethylamide). Isolated yield 89.6%.